Dataset: the Open Reaction Database (ORD), a public repository of structured organic reaction records. Task: describe an organic reaction: reactants, conditions, products, and yield Reactants: C(C)OC(CCCCOC=1C=CC2=C(CCC(O2)=O)C1)=O (5-[(3,4-dihydro-2-oxo-2H-1-benzopyran-6-yl)oxy]pentanoic acid ethyl ester), O.C1(=CC=C(C=C1)S(=O)(=O)O)C (p-toluenesulfonic acid monohydrate). The solvent is C(C)O (ethanol). The product is C(C)OC(CCC1=C(C=CC(=C1)OCCCCC(=O)OCC)O)=O (5-(5-ethoxy-5-oxopentyloxy)-2-hydroxybenzenepropanoic acid ethyl ester). Isolated yield 61.4%. RXN SMILES: [CH2:1]([O:3][C:4](=[O:21])[CH2:5][CH2:6][CH2:7][CH2:8][O:9][C:10]1[CH:11]=[CH:12][C:13]2[O:18][C:17](=[O:19])[CH2:16][CH2:15][C:14]=2[CH:20]=1)[CH3:2].[OH2:22].[C:23]1(C)C=CC(S(O)(=O)=O)=C[CH:24]=1>C(O)C>[CH2:23]([O:19][C:17](=[O:22])[CH2:16][CH2:15][C:14]1[CH:20]=[C:10]([O:9][CH2:8][CH2:7][CH2:6][CH2:5][C:4]([O:3][CH2:1][CH3:2])=[O:21])[CH:11]=[CH:12][C:13]=1[OH:18])[CH3:24] |f:1.2|. Reported procedure: A mixture of 1.5 g (9.15 mmol) of 6-hydroxy-3,4-dihydrocoumarin, 2.1 g (10 mmol) of ethyl 5-bromovalerate, 4.16 g (30 mmol) of anhydrous, granular potassium carbonate, and 15 mL of N,N-dimethylformamide was stirred at room temperature, for 23 hr. The resulting dark-brown slurry was diluted with ether and washed with water and brine. Completion of the usual work-up gave 2.32 of a red-orange oil which was chromatographed on 50 g of silica gel. Elution with 1:1 hexane-ether gave 2.03 g of a yellow ...